From a dataset of the Open Reaction Database (ORD), a public repository of structured organic reaction records. describe an organic reaction: reactants, conditions, products, and yield Reactants: IC1=CC2=C(N(C(N2C)=O)CCN2CCCC2)C=C1 (5-iodo-3-methyl-1-(2-pyrrolidin-1-yl-ethyl)-1,3-dihydro-benzimidazol-2-one), ClC1=CC=C(C=C1)C=1C=CC(=NC1)C#C (5-(4-chloro-phenyl)-2-ethynyl-pyridine). Product: ClC1=CC=C(C=C1)C=1C=CC(=NC1)C#CC1=CC2=C(N(C(N2C)=O)CCN2CCCC2)C=C1 (5-[5-(4-chloro-phenyl)-pyridin-2-ylethynyl]-3-methyl-1-(2-pyrrolidin-1-yl-ethyl)-1,3-dihydro-benzimidazol-2-one). Reaction SMILES: I[C:2]1[CH:19]=[CH:18][C:5]2[N:6]([CH2:11][CH2:12][N:13]3[CH2:17][CH2:16][CH2:15][CH2:14]3)[C:7](=[O:10])[N:8]([CH3:9])[C:4]=2[CH:3]=1.[Cl:20][C:21]1[CH:26]=[CH:25][C:24]([C:27]2[CH:28]=[CH:29][C:30]([C:33]#[CH:34])=[N:31][CH:32]=2)=[CH:23][CH:22]=1>>[Cl:20][C:21]1[CH:22]=[CH:23][C:24]([C:27]2[CH:28]=[CH:29][C:30]([C:33]#[C:34][C:2]3[CH:19]=[CH:18][C:5]4[N:6]([CH2:11][CH2:12][N:13]5[CH2:17][CH2:16][CH2:15][CH2:14]5)[C:7](=[O:10])[N:8]([CH3:9])[C:4]=4[CH:3]=3)=[N:31][CH:32]=2)=[CH:25][CH:26]=1. Reported procedure: Prepared according to general working method I from 5-iodo-3-methyl-1-(2-pyrrolidin-1-yl-ethyl)-1,3-dihydro-benzimidazol-2-one (120 mg, 0.32 mmol) and 5-(4-chloro-phenyl)-2-ethynyl-pyridine (68 mg, 0.32 mmol). Reagents/catalysts: CC(C)(C)c1ccc(-c2ccc(C(C)(C)C)cc2)cc1 (4,4'-di-tert-butylbiphenyl), CC(C)(C)C(=O)[O-].[K+] (KOPiv), Cl[Pd]CC=C.C=CC[Pd]Cl ([Pd(allyl)Cl]2), CN(C)c1ccc(P(C2CCCCC2)C2CCCCC2)cc1 (A-caPhos). Run in CC(=O)N(C)C (DMA), CC(=O)N(C)C (DMA), CC(=O)N(C)C (DMA). Starting materials: Brc1ccccc1-c1ccccc1, Cn1cnc(C#N)c1. Conditions: temperature 120 celsius, time 24 hour. The yield is 21.6%. The product is Cn1cnc(C#N)c1-c1ccccc1-c1ccccc1. The reactants are O=C([O-])[O-], C1COCCO1, CO, CN1CCN(c2cc(Cl)nc(N)n2)CC1, ClCCl, CC(C)(C)OC(=O)N1CCc2cc(F)c(B3OC(C)(C)C(C)(C)O3)cc2C1, [K+], [K+], O. Yields the product CN1CCN(c2cc(-c3cc4c(cc3F)CCN(C(=O)OC(C)(C)C)C4)nc(N)n2)CC1. Reaction SMILES: [C:46](=[O:47])([O-:48])[O-:49].[CH2:52]1[O:53][CH2:54][CH2:55][O:56][CH2:57]1.[CH3:59][OH:60].[Cl:1][c:2]1[n:3][c:4]([NH2:15])[n:5][c:6]([N:8]2[CH2:9][CH2:10][N:11]([CH3:14])[CH2:12][CH2:13]2)[cH:7]1.[Cl:43][CH2:44][Cl:45].[F:16][c:17]1[cH:18][c:19]2[c:24]([cH:25][c:26]1[B:27]1[O:28][C:29]([CH3:30])([CH3:31])[C:32]([CH3:33])([CH3:34])[O:35]1)[CH2:23][N:22]([C:36](=[O:37])[O:38][C:39]([CH3:40])([CH3:41])[CH3:42])[CH2:21][CH2:20]2.[K+:50].[K+:51].[OH2:58]>>[c:2]1(-[c:26]2[c:17]([F:16])[cH:18][c:19]3[c:24]([cH:25]2)[CH2:23][N:22]([C:36](=[O:37])[O:38][C:39]([CH3:40])([CH3:41])[CH3:42])[CH2:21][CH2:20]3)[n:3][c:4]([NH2:15])[n:5][c:6]([N:8]2[CH2:9][CH2:10][N:11]([CH3:14])[CH2:12][CH2:13]2)[cH:7]1. Reactants: C1(=NNCCCCCCCC1)C1=CCCCCCCCCC1 (Diazabicycloundecene), ClC=1C2=C(SC1C(=O)N)C=CC(=C2)OC (3-chloro-5-methoxybenzo[b]thiophene-2-carboxamide), C(C)(=S)N (thioacetamide). Run in CN(C)C=O (DMF), C(C)(=O)OCC (ethyl acetate). Conditions: temperature 80 celsius. Product: SC=1C2=C(SC1C(=O)N)C=CC(=C2)OC (3-mercapto-5-methoxybenzo[b]thiophene-2-carboxamide). Isolated yield 71.0%. Reaction SMILES: C1(C2CCCCCCCCCC=2)CCCCCCCCNN=1.Cl[C:24]1[C:25]2[CH:35]=[C:34]([O:36][CH3:37])[CH:33]=[CH:32][C:26]=2[S:27][C:28]=1[C:29]([NH2:31])=[O:30].C(N)(=[S:40])C>CN(C=O)C.C(OCC)(=O)C>[SH:40][C:24]1[C:25]2[CH:35]=[C:34]([O:36][CH3:37])[CH:33]=[CH:32][C:26]=2[S:27][C:28]=1[C:29]([NH2:31])=[O:30]. Procedure details: Diazabicycloundecene (DBU) (1.8 mL, 12.3 mmol) is added to a room temperature solution of 3-chloro-5-methoxybenzo[b]thiophene-2-carboxamide (1.0 g, 4.1 mmol) and thioacetamide (1.0 g, 13.1 mmol) in 10 mL of DMF. The mixture is warmed to 80° C. for 5.5 hours. The reaction mixture is allowed to cool and is diluted with ethyl acetate and washed with 1N HCl and water. The organic layer is extracted four times with 1N NaOH followed by water. The basic layers are combined and acidified with 6N HCl. Th...